Task: describe an organic reaction: reactants, conditions, products, and yield. Dataset: the Open Reaction Database (ORD), a public repository of structured organic reaction records Starting materials: O=C(OC(C)(C)C)N(C=1C=CC=C(Cl)C1)C. The reagents and catalysts are O1B(OC(C)(C)C1(C)C)B2OC(C)(C)C(O2)(C)C, O1BOC(C)(C)C1(C)C, N=1C=CC(=CC1C=2N=CC=C(C2)C(C)(C)C)C(C)(C)C, C[OH2+].C[OH2+].C1CC=CCCC=C1.C1CC=CCCC=C1.[Ir].[Ir]. Run in O(C)C(C)(C)C. Reaction conditions: temperature 50 celsius, time 17 hour. Yields the product O=C(OC(C)(C)C)N(C=1C=C(Cl)C=C(C1)B2OC(C)(C)C(O2)(C)C)C. The yield is 95.0%. Yields the product CN(C)C1CCN(C(=N)c2cccc(NC(=O)Nc3ccc(S(=O)(=O)NCc4ccc(S(N)(=O)=O)cc4)cc3)c2)C1. Reactants: N#Cc1cccc(NC(=O)Nc2ccc(S(=O)(=O)NCc3ccc(S(N)(=O)=O)cc3)cc2)c1, CN(C)C1CCNC1. As a reaction SMILES: [C:1](#[N:2])[c:3]1[cH:4][c:5]([NH:9][C:10]([NH:11][c:12]2[cH:13][cH:14][c:15]([S:18](=[O:19])(=[O:20])[NH:21][CH2:22][c:23]3[cH:24][cH:25][c:26]([S:29]([NH2:30])(=[O:31])=[O:32])[cH:27][cH:28]3)[cH:16][cH:17]2)=[O:33])[cH:6][cH:7][cH:8]1.[CH3:34][N:35]([CH:36]1[CH2:37][NH:38][CH2:39][CH2:40]1)[CH3:41]>>[C:1](=[NH:2])([c:3]1[cH:4][c:5]([NH:9][C:10]([NH:11][c:12]2[cH:13][cH:14][c:15]([S:18](=[O:19])(=[O:20])[NH:21][CH2:22][c:23]3[cH:24][cH:25][c:26]([S:29]([NH2:30])(=[O:31])=[O:32])[cH:27][cH:28]3)[cH:16][cH:17]2)=[O:33])[cH:6][cH:7][cH:8]1)[N:38]1[CH2:37][CH:36]([N:35]([CH3:34])[CH3:41])[CH2:40][CH2:39]1. Starting materials: C(C)(=O)N1CCN(CC1)C1=CC=C(C=C1)NC1=NC=C(C(=N1)N1CCC(CC1)NC(OCC1=CC=CC=C1)=O)F (benzyl 1-(2-(4-(4-acetylpiperazin-1-yl)phenylamino)-5-fluoropyrimidin-4-yl)piperidin-4-ylcarbamate), [H][H] (hydrogen). The reagents and catalysts are [Pd] (Pd—C). Run in CO (MeOH). Yields the product NC1CCN(CC1)C1=NC(=NC=C1F)NC1=CC=C(C=C1)N1CCN(CC1)C(C)=O (1-(4-(4-(4-(4-aminopiperidin-1-yl)-5-fluoropyrimidin-2-ylamino)phenyl)piperazin-1-yl)ethanone). The yield is 85.5%. Reaction SMILES: [C:1]([N:4]1[CH2:9][CH2:8][N:7]([C:10]2[CH:15]=[CH:14][C:13]([NH:16][C:17]3[N:22]=[C:21]([N:23]4[CH2:28][CH2:27][CH:26]([NH:29]C(=O)OCC5C=CC=CC=5)[CH2:25][CH2:24]4)[C:20]([F:40])=[CH:19][N:18]=3)=[CH:12][CH:11]=2)[CH2:6][CH2:5]1)(=[O:3])[CH3:2].[H][H]>CO.[Pd]>[NH2:29][CH:26]1[CH2:27][CH2:28][N:23]([C:21]2[C:20]([F:40])=[CH:19][N:18]=[C:17]([NH:16][C:13]3[CH:12]=[CH:11][C:10]([N:7]4[CH2:8][CH2:9][N:4]([C:1](=[O:3])[CH3:2])[CH2:5][CH2:6]4)=[CH:15][CH:14]=3)[N:22]=2)[CH2:24][CH2:25]1. Reported procedure: A solution of benzyl 1-(2-(4-(4-acetylpiperazin-1-yl)phenylamino)-5-fluoropyrimidin-4-yl)piperidin-4-ylcarbamate (370 mg, 0.676 mmol) and Pd—C (10%, 55 mg) in MeOH (12 mL) was hydrogenated under balloon hydrogen for 20 h. It was then filtered through celite. The filtrate was concentrated in vacuo to give the titled compound (239 mg). MS 414.3 (M+H); UV 202.8, 268.8 nm. The reactants are CC(C)(C)C1OCC(Cc2cccc(C#N)c2)(C(=O)OCc2ccccc2)N1C=O, CO, Cl, O. The product is N#Cc1cccc(CC(N)(CO)C(=O)OCc2ccccc2)c1. RXN SMILES: [CH2:1]([c:2]1[cH:3][cH:4][cH:5][cH:6][cH:7]1)[O:8][C:9](=[O:10])[C:11]1([CH2:22][c:23]2[cH:24][c:25]([C:29]#[N:30])[cH:26][cH:27][cH:28]2)[N:12]([CH:20]=[O:21])[CH:13]([C:16]([CH3:17])([CH3:18])[CH3:19])[O:14][CH2:15]1.[CH3:31][OH:32].[ClH:33].[OH2:34]>>[CH2:1]([c:2]1[cH:3][cH:4][cH:5][cH:6][cH:7]1)[O:8][C:9](=[O:10])[C:11]([NH2:12])([CH2:15][OH:14])[CH2:22][c:23]1[cH:24][c:25]([C:29]#[N:30])[cH:26][cH:27][cH:28]1. Reactants: B, O=C([O-])O, C1CCOC1, C1CCOC1, Cl, CCc1cc(NS(C)(=O)=O)cc(C(=O)NCCN2Cc3ccc(F)cc3CC2Cc2ccc(F)cc2)c1, [Na+]. Product: CCc1cc(CNCCN2Cc3ccc(F)cc3CC2Cc2ccc(F)cc2)cc(NS(C)(=O)=O)c1. Reaction SMILES: [BH3:38].[C:45](=[O:46])([OH:47])[O-:48].[CH2:39]1[O:40][CH2:41][CH2:42][CH2:43]1.[CH2:50]1[O:51][CH2:52][CH2:53][CH2:54]1.[ClH:44].[F:1][c:2]1[cH:3][c:4]2[c:9]([cH:10][cH:11]1)[CH2:8][N:7]([CH2:12][CH2:13][NH:14][C:15]([c:16]1[cH:17][c:18]([CH2:27][CH3:28])[cH:19][c:20]([NH:22][S:23](=[O:24])(=[O:25])[CH3:26])[cH:21]1)=[O:29])[CH:6]([CH2:30][c:31]1[cH:32][cH:33][c:34]([F:37])[cH:35][cH:36]1)[CH2:5]2.[Na+:49]>>[F:1][c:2]1[cH:3][c:4]2[c:9]([cH:10][cH:11]1)[CH2:8][N:7]([CH2:12][CH2:13][NH:14][CH2:15][c:16]1[cH:17][c:18]([CH2:27][CH3:28])[cH:19][c:20]([NH:22][S:23](=[O:24])(=[O:25])[CH3:26])[cH:21]1)[CH:6]([CH2:30][c:31]1[cH:32][cH:33][c:34]([F:37])[cH:35][cH:36]1)[CH2:5]2. Yields the product CC(=O)Oc1ccc(N2CCCCC2)cc1C(=O)O. Starting materials: ClCCl, CC(=O)OC(C)=O, O=C(O)c1cc(N2CCCCC2)ccc1O, c1ccncc1. RXN SMILES: [CH2:1]([Cl:2])[Cl:3].[CH3:4][C:5](=[O:6])[O:7][C:8](=[O:9])[CH3:10].[OH:11][c:12]1[c:13]([C:14](=[O:15])[OH:16])[cH:17][c:18]([N:21]2[CH2:22][CH2:23][CH2:24][CH2:25][CH2:26]2)[cH:19][cH:20]1.[cH:27]1[cH:28][cH:29][n:30][cH:31][cH:32]1>>[CH3:4][C:5](=[O:6])[O:11][c:12]1[c:13]([C:14](=[O:15])[OH:16])[cH:17][c:18]([N:21]2[CH2:22][CH2:23][CH2:24][CH2:25][CH2:26]2)[cH:19][cH:20]1. The product is BrC1=C(C=C(C=C1)F)C=C (1-bromo-4-fluoro-2-vinylbenzene). Conditions: temperature 0 celsius, time 0.5 hour. The solvent is O (water), O1CCCC1 (tetrahydrofuran). Starting materials: [Li]CCCC (BuLi), [I-].C[P+](C1=CC=CC=C1)(C1=CC=CC=C1)C1=CC=CC=C1 (methyltriphenylphosphonium iodide), BrC1=C(C=O)C=C(C=C1)F (2-bromo-5-fluorobenzaldehyde). Isolated yield 64.6%. RXN SMILES: [I-].[CH3:2][P+](C1C=CC=CC=1)(C1C=CC=CC=1)C1C=CC=CC=1.[Li]CCCC.[Br:27][C:28]1[CH:35]=[CH:34][C:33]([F:36])=[CH:32][C:29]=1[CH:30]=O>O1CCCC1.O>[Br:27][C:28]1[CH:35]=[CH:34][C:33]([F:36])=[CH:32][C:29]=1[CH:30]=[CH2:2] |f:0.1|. Procedure details: A mixture of methyltriphenylphosphonium iodide (1.195 g, 2.96 mmol) in tetrahydrofuran (25 mL) was added BuLi (1.182 mL, 2.96 mmol) at 0° C. and stirred at 0° C. for 0.5 h. It was then added 2-bromo-5-fluorobenzaldehyde (0.5 g, 2.463 mmol) and stirred at rt for 16 h. The reaction was then diluted with water, extracted with EtOAc. The organic layer was dried over MgSO4, filtered and concentrated to obtain an oil, which was then purified by biotage, eluting with 5% EtOAc/hexane to obtain 1-bromo-4...